This data is from the Open Reaction Database (ORD), a public repository of structured organic reaction records. The task is: describe an organic reaction: reactants, conditions, products, and yield The reactants are CN(C)CC1=CNC2=NC=CC=C21 (3-dimethylaminomethyl-1H-pyrrolo[2,3-b]pyridine), C(C)OC1=CC=C(C=C1)N1CCNCC1 (1-(4-ethoxyphenyl)piperazine). The solvent is C1(=CC=CC=C1)C (toluene). Product: C(C)OC1=CC=C(C=C1)N1CCN(CC1)CC1=CNC2=NC=CC=C21 (3-(4-[4-Ethoxyphenyl]piperazin-1-yl)methyl-1H-pyrrolo[2,3-b]pyridine). Yield: 67.0%. RXN SMILES: [CH3:1][N:2]([CH2:4][C:5]1[C:13]2[C:8](=[N:9][CH:10]=[CH:11][CH:12]=2)[NH:7][CH:6]=1)[CH3:3].[CH2:14]([O:16][C:17]1[CH:22]=[CH:21][C:20]([N:23]2[CH2:28]CNC[CH2:24]2)=[CH:19][CH:18]=1)[CH3:15]>C1(C)C=CC=CC=1>[CH2:14]([O:16][C:17]1[CH:22]=[CH:21][C:20]([N:23]2[CH2:24][CH2:1][N:2]([CH2:4][C:5]3[C:13]4[C:8](=[N:9][CH:10]=[CH:11][CH:12]=4)[NH:7][CH:6]=3)[CH2:3][CH2:28]2)=[CH:19][CH:18]=1)[CH3:15]. Procedure details: A mixture of 3-dimethylaminomethyl-1H-pyrrolo[2,3-b]pyridine [prepared by the method of M. M. Robinson and B. L. Robinson, J. Am. Chem. Soc., 1955, 77, 457] (0.40 g, 2.28 mmol) and 1-(4-ethoxyphenyl)piperazine (0.495 g, 2.40 mmol) in toluene (10 ml) was heated at reflux under nitrogen for 7 h. The mixture was allowed to cool and the crystallised product collected. Recrystallisation from methanol afforded the title compound (0.513 g, 67%), m.p. 179°-180° C.; (Found: C, 71.27; H, 7.19; N, 16.59. C... Reactants: COCc1oc(Br)cc1C(=O)OC, COc1ccc(B(O)O)cn1, COCCOC, [Na+], [Na+], O=C([O-])[O-], O, c1ccc(P(c2ccccc2)(c2ccccc2)[Pd](P(c2ccccc2)(c2ccccc2)c2ccccc2)(P(c2ccccc2)(c2ccccc2)c2ccccc2)P(c2ccccc2)(c2ccccc2)c2ccccc2)cc1. Yields the product COCc1oc(-c2ccc(OC)nc2)cc1C(=O)OC. RXN SMILES: [Br:1][c:2]1[cH:3][c:4]([C:10](=[O:11])[O:12][CH3:13])[c:5]([CH2:7][O:8][CH3:9])[o:6]1.[CH3:14][O:15][c:16]1[n:17][cH:18][c:19]([B:22]([OH:23])[OH:24])[cH:20][cH:21]1.[CH3:31][O:32][CH2:33][CH2:34][O:35][CH3:36].[Na+:25].[Na+:26].[O-:27][C:28](=[O:29])[O-:30].[OH2:114].[cH:37]1[cH:38][cH:39][c:40]([P:41]([Pd:42]([P:43]([c:44]2[cH:45][cH:46][cH:47][cH:48][cH:49]2)([c:50]2[cH:51][cH:52][cH:53][cH:54][cH:55]2)[c:56]2[cH:57][cH:58][cH:59][cH:60][cH:61]2)([P:62]([c:63]2[cH:64][cH:65][cH:66][cH:67][cH:68]2)([c:69]2[cH:70][cH:71][cH:72][cH:73][cH:74]2)[c:75]2[cH:76][cH:77][cH:78][cH:79][cH:80]2)[P:81]([c:82]2[cH:83][cH:84][cH:85][cH:86][cH:87]2)([c:88]2[cH:89][cH:90][cH:91][cH:92][cH:93]2)[c:94]2[cH:95][cH:96][cH:97][cH:98][cH:99]2)([c:100]2[cH:101][cH:102][cH:103][cH:104][cH:105]2)[c:106]2[cH:107][cH:108][cH:109][cH:110][cH:111]2)[cH:112][cH:113]1>>[c:2]1(-[c:19]2[cH:18][n:17][c:16]([O:15][CH3:14])[cH:21][cH:20]2)[cH:3][c:4]([C:10](=[O:11])[O:12][CH3:13])[c:5]([CH2:7][O:8][CH3:9])[o:6]1. Starting materials: COC(=O)C=1SC=C(C1Cl)CCl (2-methoxycarbonyl-3-chloro-4-(chloromethyl)thiophene), C(C)(=O)[O-].[Na+] (sodium acetate). Run in C(C)(=O)O (acetic acid). Yields the product COC(=O)C=1SC=C(C1Cl)COC(C)=O (2-methoxycarbonyl-3-chloro-4-(acetoxymethyl)thiophene). The yield is 90.0%. RXN SMILES: [CH3:1][O:2][C:3]([C:5]1[S:6][CH:7]=[C:8]([CH2:11]Cl)[C:9]=1[Cl:10])=[O:4].[C:13]([O-:16])(=[O:15])[CH3:14].[Na+]>C(O)(=O)C>[CH3:1][O:2][C:3]([C:5]1[S:6][CH:7]=[C:8]([CH2:11][O:16][C:13](=[O:15])[CH3:14])[C:9]=1[Cl:10])=[O:4] |f:1.2|. Procedure details: To 2-methoxycarbonyl-3-chloro-4-(chloromethyl)thiophene (48 g, 0.21 mol) in glacial acetic acid (500 mL) was added sodium acetate (35 g, 0.42 mol). The reaction was heated at reflux for 24 hours, then cooled and concentrated in vacuo. The residual oil was made basic by addition of saturated aqueous sodium bicarbonate, and the resulting solution extracted with ethyl acetate (4×150 mL). The combined extracts were dried over sodium sulfate and concentrated to afford 47 g (90% yield) of 2-methoxycar... As a reaction SMILES: [C:1]([CH:2]=[CH2:3])(=[O:4])[O:5][C:6]([CH3:7])([CH3:8])[CH3:9].[N:22]12[CH2:23][CH2:24][CH:25]([CH2:26][CH2:27]1)[CH:28]([OH:29])[CH2:30]2.[c:10]1([CH2:16][CH2:17][CH2:18][CH2:19][CH:20]=[O:21])[cH:11][cH:12][cH:13][cH:14][cH:15]1>>[C:1]([C:2](=[CH2:3])[CH:20]([CH2:19][CH2:18][CH2:17][CH2:16][c:10]1[cH:11][cH:12][cH:13][cH:14][cH:15]1)[OH:21])(=[O:4])[O:5][C:6]([CH3:7])([CH3:8])[CH3:9]. Starting materials: C=CC(=O)OC(C)(C)C, OC1CN2CCC1CC2, O=CCCCCc1ccccc1. The product is C=C(C(=O)OC(C)(C)C)C(O)CCCCc1ccccc1.